Dataset: the Open Reaction Database (ORD), a public repository of structured organic reaction records. Task: describe an organic reaction: reactants, conditions, products, and yield Reactants: CN(C)C=O (DMF), [H-].[Na+] (Sodium hydride), [H-].[Na+] (NaH), O (water), COCOC=1C=C(C=O)C=CC1OCOC (3,4-di-(methoxymethoxy)-benzaldehyde), O (water). Reagents/catalysts: C[P+](C=1C=CC=CC1)(C=2C=CC=CC2)C=3C=CC=CC3.[Br-] (CH3PPh3Br). Run at time 1 hour. The product is COCOC=1C=C(C=C)C=CC1OCOC (3,4-di(methoxymethoxy)styrene). Isolated yield 66.8%. As a reaction SMILES: [H-].[Na+].[CH3:3][O:4][CH2:5][O:6][C:7]1[CH:8]=[C:9]([CH:12]=[CH:13][C:14]=1[O:15][CH2:16][O:17][CH3:18])[CH:10]=O.O.[CH3:20]N(C=O)C>C[P+](C1C=CC=CC=1)(C1C=CC=CC=1)C1C=CC=CC=1.[Br-]>[CH3:3][O:4][CH2:5][O:6][C:7]1[CH:8]=[C:9]([CH:12]=[CH:13][C:14]=1[O:15][CH2:16][O:17][CH3:18])[CH:10]=[CH2:20] |f:0.1,5.6|. Reported procedure: A solution of CH3PPh3Br (10.72 g, 30 mmol) in anhydrous DMF (50 mL) under argon atmosphere was cooled to 0-5° C. Sodium hydride (2.0 g, 60% suspension in mineral oil, 50 mmol, 1.66 eq.) was added in portions. The mixture was stirred at room temperature for 1 hour and then 3,4-di-(methoxymethoxy)-benzaldehyde (6 g, 26.52 mmol) was added in portions. The resulting mixture was stirred at room temperature until completion of the reaction (about 2 hours). The mixture was cooled again to 0-5° C. and w...